From a dataset of the Open Reaction Database (ORD), a public repository of structured organic reaction records. describe an organic reaction: reactants, conditions, products, and yield Reactants: CC1CO1, CO, [K+], [OH-], O, CC1(C)CC(=O)c2ccc(O)cc2O1. Yields the product CC(O)COc1ccc2c(c1)OC(C)(C)CC2=O. As a reaction SMILES: [CH2:19]1[CH:20]([CH3:21])[O:22]1.[CH3:1][OH:2].[K+:4].[OH-:3].[OH2:23].[OH:5][c:6]1[cH:7][cH:8][c:9]2[c:14]([cH:15]1)[O:13][C:12]([CH3:16])([CH3:17])[CH2:11][C:10]2=[O:18]>>[O:5]([c:6]1[cH:7][cH:8][c:9]2[c:14]([cH:15]1)[O:13][C:12]([CH3:16])([CH3:17])[CH2:11][C:10]2=[O:18])[CH2:19][CH:20]([CH3:21])[OH:22]. The reactants are ClC1=CC=C(C=C1)C1=NC=2N(C(=C1)C)N=CC2I (5-(4-chloro-phenyl)-3-iodo-7-methyl-pyrazolo[1,5-a]pyrimidine), C(#C)C1=CC=C(C=C1)S(=O)(=O)N (4-ethynyl-benzenesulfonamide). The product is ClC1=CC=C(C=C1)C1=NC=2N(C(=C1)C)N=CC2C#CC2=CC=C(C=C2)S(=O)(=O)N (4-[5-(4-Chloro-phenyl)-7-methyl-pyrazolo[1,5-a]pyrimidin-3-ylethynyl]-benzenesulfonamide), solid. The yield is 49.0%. RXN SMILES: [Cl:1][C:2]1[CH:7]=[CH:6][C:5]([C:8]2[CH:13]=[C:12]([CH3:14])[N:11]3[N:15]=[CH:16][C:17](I)=[C:10]3[N:9]=2)=[CH:4][CH:3]=1.[C:19]([C:21]1[CH:26]=[CH:25][C:24]([S:27]([NH2:30])(=[O:29])=[O:28])=[CH:23][CH:22]=1)#[CH:20]>>[Cl:1][C:2]1[CH:7]=[CH:6][C:5]([C:8]2[CH:13]=[C:12]([CH3:14])[N:11]3[N:15]=[CH:16][C:17]([C:20]#[C:19][C:21]4[CH:22]=[CH:23][C:24]([S:27]([NH2:30])(=[O:29])=[O:28])=[CH:25][CH:26]=4)=[C:10]3[N:9]=2)=[CH:4][CH:3]=1. Procedure details: The title compound was prepared from 5-(4-chloro-phenyl)-3-iodo-7-methyl-pyrazolo[1,5-a]pyrimidine (92 mg, 0.25 mmol) and 4-ethynyl-benzenesulfonamide (45 mg, 0.25 mmol) according to general procedure II. Obtained as an orange solid (52 mg, 49%). MS (ISP) 423.3 [(M+H)+]; mp 230-233° C. Reactants: O[C@@]1([C@]2(C)[C@@H](CC1)[C@@H]1C=CC3=CC(CC[C@]3(C=O)[C@H]1CC2)=O)C#CC (17β-hydroxy-17α-propinyl-4,6-androstadiene-3,19-dione), C[C@@]12C(CC[C@H]1[C@@H]1C=CC3=CC(CC[C@]3(C=O)[C@H]1CC2)=O)=O (4,6-androstadiene-3,17,19-trione), CC1=C2C=C[C@H]3[C@@H]4CCC([C@@]4(C)CC[C@@H]3[C@]2(CCC1=O)C=O)=O (4-methyl-4,6-androstadiene-3,17,19-trione), O[C@@]1([C@]2(C)[C@@H](CC1)[C@@H]1C=CC3=CC(CC[C@]3(C=O)[C@H]1CC2)=O)C (17β-hydroxy-17α-methyl-4,6-androstadiene-3,19-dione). Yields the product CC1=C2C[C@H]([C@H]3[C@@H]4CC[C@@H]([C@@]4(C)CC[C@@H]3[C@]2(CC[C@@H]1O)CO)O)C (4,7α-dimethyl-4-androstene-3β,17β,19-triol), 7α-methyl-17α-propinyl-4-androstene-3β,17β,19-triol. Reaction SMILES: [CH3:1][C:2]1[C:19](=[O:20])[CH2:18][CH2:17][C@@:16]2([CH:21]=[O:22])[C:3]=1[CH:4]=[CH:5][C@@H:6]1[C@@H:15]2[CH2:14][CH2:13][C@@:11]2([CH3:12])[C@H:7]1[CH2:8][CH2:9][C:10]2=[O:23].O[C@@:25]1(C)CC[C@H]2[C@H]3[C@H](CC[C@]12C)[C@]1(C=O)C(=CC(=O)CC1)C=C3.O[C@@]1(C#CC)CC[C@H]2[C@H]3[C@H](CC[C@]12C)[C@]1(C=O)C(=CC(=O)CC1)C=C3.C[C@]12CC[C@H]3[C@@H](C=CC4[C@]3(C=O)CCC(=O)C=4)[C@@H]1CCC2=O>>[CH3:1][C:2]1[C@@H:19]([OH:20])[CH2:18][CH2:17][C@@:16]2([CH2:21][OH:22])[C:3]=1[CH2:4][C@@H:5]([CH3:25])[C@@H:6]1[C@@H:15]2[CH2:14][CH2:13][C@@:11]2([CH3:12])[C@H:7]1[CH2:8][CH2:9][C@@H:10]2[OH:23]. Procedure: Substituting 4-methyl-4,6-androstadiene-3,17,19-trione, 17β-hydroxy-17α-methyl-4,6-androstadiene-3,19-dione and 17β-hydroxy-17α-propinyl-4,6-androstadiene-3,19-dione for the 4,6-androstadiene-3,17,19-trione above results in the formation of 4,7α-dimethyl-4-androstene-3β,17β,19-triol, 7α,17α-dimethyl-4-androstene-3β,17β,19-triol and 7α-methyl-17α-propinyl-4-androstene-3β,17β,19-triol, respectively. As a reaction SMILES: [CH3:1][N:2]([CH3:17])[CH:3]=[C:4]([C:7]1[CH:12]=[CH:11][C:10]([Cl:13])=[CH:9][C:8]=1[N+:14]([O-:16])=[O:15])[CH:5]=O.[N+:18]([CH2:21][C:22]([O:24][CH3:25])=[O:23])([O-:20])=[O:19]>C(OC(=O)C)(=O)C>[CH3:25][O:24][C:22](=[O:23])[C:21]([N+:18]([O-:20])=[O:19])=[CH:5][C:4]([C:7]1[CH:12]=[CH:11][C:10]([Cl:13])=[CH:9][C:8]=1[N+:14]([O-:16])=[O:15])=[CH:3][N:2]([CH3:17])[CH3:1]. Procedure details: A mixture of 73.1 g (0.29 mol) of the compound of Example 13, 34.0 g (0.29 mol) of methyl nitroacetate and 600 ml of acetic anhydride was stirred and heated at 90°-95° for 45 minutes. The reaction mixture was allowed to cool to room temperature and the crystalline product was collected by filtration. The filtrate was concentrated in vacuo and the residue was slurried with ether (200 ml.) and filtered. The combined materials were washed with ether and dried to give 91.0 g (89%) of red orange crys... The yield is 88.2%. Starting materials: CN(C=C(C=O)C1=C(C=C(C=C1)Cl)[N+](=O)[O-])C (3-Dimethylamino-2-[4-chloro-2-nitrophenyl]acrolein), [N+](=O)([O-])CC(=O)OC (methyl nitroacetate). Yields the product COC(C(=CC(=CN(C)C)C1=C(C=C(C=C1)Cl)[N+](=O)[O-])[N+](=O)[O-])=O (5-Dimethylamino-2-nitro-4-[4-chloro-2-nitrophenyl]-2,4-pentadienoic acid methyl ester). Solvent: C(C)(=O)OC(C)=O (acetic anhydride).